From a dataset of the Open Reaction Database (ORD), a public repository of structured organic reaction records. describe an organic reaction: reactants, conditions, products, and yield Yields the product CCOC(=O)N1Cc2ccccc2C2(Cc3ccccc3O2)C1. RXN SMILES: [CH3:1][N:2]1[CH2:3][c:4]2[cH:5][cH:6][cH:7][cH:8][c:9]2[C:10]2([O:11][c:12]3[c:13]([cH:15][cH:16][cH:17][cH:18]3)[CH2:14]2)[CH2:19]1.[Cl:20][C:21](=[O:22])[O:23][CH2:24][CH3:25].[cH:26]1[cH:27][cH:28][cH:29][cH:30][cH:31]1>>[N:2]1([C:21](=[O:22])[O:23][CH2:24][CH3:25])[CH2:3][c:4]2[cH:5][cH:6][cH:7][cH:8][c:9]2[C:10]2([O:11][c:12]3[c:13]([cH:15][cH:16][cH:17][cH:18]3)[CH2:14]2)[CH2:19]1. The reactants are CN1Cc2ccccc2C2(Cc3ccccc3O2)C1, CCOC(=O)Cl, c1ccccc1.